From a dataset of the Open Reaction Database (ORD), a public repository of structured organic reaction records. describe an organic reaction: reactants, conditions, products, and yield Starting materials: C(CCC)(=O)NC1=NC(=CC(=C1[N+](=O)[O-])C)C (2-butyrylamino-4,6-dimethyl-3-nitropyridine), [H-].[Na+] (sodium hydride), CS(=O)(=O)OCC1=CC=C(C=C1)N1C(=CC=C1C)C#N (1-(4-methanesulfonyloxymethylphenyl)-5-methylpyrrole-2-carbonitrile). The solvent is CN(C=O)C (dimethylformamide), CN(C=O)C (dimethylformamide). Conditions: time 8 hour. Product: C(CCC)(=O)N(CC1=CC=C(C=C1)N1C(=CC=C1C)C#N)C1=NC(=CC(=C1[N+](=O)[O-])C)C (2-[N-butyryl-N-[4-(2-cyano-5-methyl-1-pyrrolyl)benzyl]amino]-4,6-dimethyl-3-nitropyridine). Yield: 60.7%. Reaction SMILES: [C:1]([NH:6][C:7]1[C:12]([N+:13]([O-:15])=[O:14])=[C:11]([CH3:16])[CH:10]=[C:9]([CH3:17])[N:8]=1)(=[O:5])[CH2:2][CH2:3][CH3:4].[H-].[Na+].CS(O[CH2:25][C:26]1[CH:31]=[CH:30][C:29]([N:32]2[C:36]([CH3:37])=[CH:35][CH:34]=[C:33]2[C:38]#[N:39])=[CH:28][CH:27]=1)(=O)=O>CN(C)C=O>[C:1]([N:6]([C:7]1[C:12]([N+:13]([O-:15])=[O:14])=[C:11]([CH3:16])[CH:10]=[C:9]([CH3:17])[N:8]=1)[CH2:25][C:26]1[CH:31]=[CH:30][C:29]([N:32]2[C:36]([CH3:37])=[CH:35][CH:34]=[C:33]2[C:38]#[N:39])=[CH:28][CH:27]=1)(=[O:5])[CH2:2][CH2:3][CH3:4] |f:1.2|. Reported procedure: To a solution of 2-butyrylamino-4,6-dimethyl-3-nitropyridine (2.49 g) in dimethylformamide (12.5 ml) was added sodium hydride (441 mg) in an ice-water bath. The mixture was stirred at room temperature for an hour, and a solution of 1-(4-methanesulfonyloxymethylphenyl)-5-methylpyrrole-2-carbonitrile (3.05 g) in dimethylformamide (15 ml) was dropwise therein. The reaction mixture was stirred at room temperature for 5.5 hours and was stood overnight. The separated oil was extracted with ethyl aceta... Reactants: C(C=C)[C@]1(N([C@H]([C@H](OC1=O)C1=CC=CC=C1)C1=CC=CC=C1)C(=O)OC(C)(C)C)COCC1=CC=CC=C1 (tert-butyl (3S,5S,6R)-3-allyl-3-benzyloxymethyl-2-oxo-5,6-diphenylmorpholine-4-carboxylate), N (ammonia), [Cl-].[NH4+] (ammonium chloride), N (ammonia), [Na] (sodium). Run in C1CCOC1 (THF), C(C)O (ethanol). Conditions: time 20 minute. The product is C(C)(C)(C)OC(=O)N[C@@](C(=O)O)(CC=C)CO ((S)-2-tert-Butoxycarbonylamino-2-hydroxymethylpent-4-enoic acid). Reaction SMILES: N.[Na].[CH2:3]([C@:6]1([CH2:32][O:33]CC2C=CC=CC=2)[C:11](=[O:12])[O:10][C@H](C2C=CC=CC=2)[C@H](C2C=CC=CC=2)[N:7]1[C:25]([O:27][C:28]([CH3:31])([CH3:30])[CH3:29])=[O:26])[CH:4]=[CH2:5].[Cl-].[NH4+]>C1COCC1.C(O)C>[C:28]([O:27][C:25]([NH:7][C@:6]([CH2:32][OH:33])([CH2:3][CH:4]=[CH2:5])[C:11]([OH:12])=[O:10])=[O:26])([CH3:31])([CH3:30])[CH3:29] |f:3.4,^1:1|. Procedure: 450 ml of ammonia were condensed at −78° C. 4.4 g of sodium were added in 4 portions at an interval of 10 min each time, and the mixture was stirred for 20 min. At −60° C., a solution of 9.8 g of tert-butyl (3S,5S,6R)-3-allyl-3-benzyloxymethyl-2-oxo-5,6-diphenylmorpholine-4-carboxylate and 11.2 ml of ethanol in 150 ml of THF was added dropwise thereto. The mixture was stirred at −45° C. for 1.5 h, and the reaction was stopped by adding solid ammonium chloride until the blue color disappeared. Th... Reactants: Cc1noc(Cc2cccc(CC(=O)OC(C)(C)C)c2)n1, Cl, C1COCCO1. Product: Cc1noc(Cc2cccc(CC(=O)O)c2)n1. Reaction SMILES: [CH3:1][c:2]1[n:3][o:4][c:5]([CH2:7][c:8]2[cH:9][c:10]([CH2:14][C:15](=[O:16])[O:17][C:18]([CH3:19])([CH3:20])[CH3:21])[cH:11][cH:12][cH:13]2)[n:6]1.[ClH:22].[O:23]1[CH2:24][CH2:25][O:26][CH2:27][CH2:28]1>>[CH3:1][c:2]1[n:3][o:4][c:5]([CH2:7][c:8]2[cH:9][c:10]([CH2:14][C:15](=[O:16])[OH:17])[cH:11][cH:12][cH:13]2)[n:6]1. Reactants: BrC=1C=C(CN(C(OC(C)(C)C)=O)C)C=CC1 (tert-butyl (3-bromo benzyl)-N-methylcarbamate), CC1=C(C=CC(=C1)C=O)B(O)O (2-methyl-4-formylbenzene boronic acid). The product is C(=O)C1=CC(=C(C=C1)C1=CC(=CC=C1)CN(C(OC(C)(C)C)=O)C)C (tert-Butyl (4′-formyl-2′-methylbiphenyl-3-ylmethyl)-N-methylcarbamate). As a reaction SMILES: Br[C:2]1[CH:3]=[C:4]([CH:15]=[CH:16][CH:17]=1)[CH2:5][N:6]([CH3:14])[C:7](=[O:13])[O:8][C:9]([CH3:12])([CH3:11])[CH3:10].[CH3:18][C:19]1[CH:24]=[C:23]([CH:25]=[O:26])[CH:22]=[CH:21][C:20]=1B(O)O>>[CH:25]([C:23]1[CH:22]=[CH:21][C:20]([C:2]2[CH:17]=[CH:16][CH:15]=[C:4]([CH2:5][N:6]([CH3:14])[C:7](=[O:13])[O:8][C:9]([CH3:12])([CH3:11])[CH3:10])[CH:3]=2)=[C:19]([CH3:18])[CH:24]=1)=[O:26]. Procedure: In a manner similar to that of Example 1(e), by reacting 6.1 g (20.3 mmol) of tert-butyl (3-bromo benzyl)-N-methylcarbamate with 4.3 g (26.2 mmol) of 2-methyl-4-formylbenzene boronic acid, and after purification by chromatography on a column of silica eluted with a heptane/ethyl acetate mixture (8/2), 4 g (58%) of the expected product are obtained in the form of an orange oil.